From a dataset of the Open Reaction Database (ORD), a public repository of structured organic reaction records. describe an organic reaction: reactants, conditions, products, and yield Reactants: NC1CNCC1 (3-aminopyrrolidine), C(C)(C)N(CC)C(C)C (diisopropylethylamine), C(C)(C)(C)OC(=O)ON=C(C#N)C1=CC=CC=C1 (2-(tert-butoxycarbonyloxyimino)-2-phenylacetonitrile). Run in CO (methanol). Run at time 11 hour. Product: NC1CN(CC1)C(=O)OC(C)(C)C ((3RS)-3-Amino-1-tert-butoxycarbonylpyrrolidine). RXN SMILES: [NH2:1][CH:2]1[CH2:6][CH2:5][NH:4][CH2:3]1.C(N(C(C)C)CC)(C)C.[C:16]([O:20][C:21](ON=C(C1C=CC=CC=1)C#N)=[O:22])([CH3:19])([CH3:18])[CH3:17]>CO>[NH2:1][CH:2]1[CH2:6][CH2:5][N:4]([C:21]([O:20][C:16]([CH3:19])([CH3:18])[CH3:17])=[O:22])[CH2:3]1. Procedure: In methanol (30 ml), 3-aminopyrrolidine (0.54 g) was dissolved under ice cooling, followed by the addition of diisopropylethylamine (720 μl) and 2-(tert-butoxycarbonyloxyimino)-2-phenylacetonitrile (0.84 g). The resulting mixture was gradually heated to room temperature and stirred for 11 hours. The residue obtained by distilling off the solvent under reduced pressure was purified by chromatography on a silica gel column (dichloromethane 5% methanol—dichloromethane), whereby the title compound (... RXN SMILES: [CH3:1][O:2][C:3]1[CH:8]=[CH:7][C:6]([OH:9])=[CH:5][CH:4]=1.[H][H]>C(O)C>[CH3:1][O:2][CH:3]1[CH2:8][CH2:7][CH:6]([OH:9])[CH2:5][CH2:4]1. Product: COC1CCC(CC1)O (4-Methoxycyclohexanol). The solvent is C(C)O (ethanol). Reactants: COC1=CC=C(C=C1)O (4-Methoxyphenol), [H][H] (hydrogen). Procedure: 4-Methoxyphenol (100 g) in ethanol (759 ml) was hydrogenated under 50 psi hydrogen using Nishimura catalyst (10.0 g) at rt for 4.5 h. The catalyst was filtered off; the solvent was removed in vacuo to yield the desired product as 95% pure yellowish liquid. Reagents/catalysts: Nishimura catalyst. Starting materials: F[B-](F)(F)F, CCN(C(C)C)C(C)C, O=C(O)c1cc(Cl)cnc1Cl, Cl, N=C(N)CCCCc1ccc(F)cc1, CN(C)C(On1nnc2ccccc21)=[N+](C)C. Yields the product N=C(CCCCc1ccc(F)cc1)NC(=O)c1cc(Cl)cnc1Cl. Reaction SMILES: [B-:27]([F:28])([F:29])([F:30])[F:31].[CH:49]([N:50]([CH2:51][CH3:52])[CH:53]([CH3:54])[CH3:55])([CH3:56])[CH3:57].[Cl:1][c:2]1[c:3]([C:4](=[O:5])[OH:6])[cH:7][c:8]([Cl:11])[cH:9][n:10]1.[ClH:12].[F:13][c:14]1[cH:15][cH:16][c:17]([CH2:20][CH2:21][CH2:22][CH2:23][C:24](=[NH:25])[NH2:26])[cH:18][cH:19]1.[n:32]1([O:33][C:34]([N:35]([CH3:36])[CH3:37])=[N+:38]([CH3:39])[CH3:40])[c:41]2[cH:42][cH:43][cH:44][cH:45][c:46]2[n:47][n:48]1>>[Cl:1][c:2]1[c:3]([C:4](=[O:6])[NH:26][C:24]([CH2:23][CH2:22][CH2:21][CH2:20][c:17]2[cH:16][cH:15][c:14]([F:13])[cH:19][cH:18]2)=[NH:25])[cH:7][c:8]([Cl:11])[cH:9][n:10]1. Starting materials: CSc1ncc2cc(-c3ccc(F)c(NC(=O)Nc4cnn(C(C)(C)C)c4C(F)(F)F)c3)c(=O)n(C)c2n1, C1CCOC1, CN. Yields the product CNc1ncc2cc(-c3ccc(F)c(NC(=O)Nc4cnn(C(C)(C)C)c4C(F)(F)F)c3)c(=O)n(C)c2n1. RXN SMILES: [C:1]([CH3:2])([CH3:3])([CH3:4])[n:5]1[n:6][cH:7][c:8]([NH:14][C:15](=[O:16])[NH:17][c:18]2[c:19]([F:38])[cH:20][cH:21][c:22](-[c:24]3[cH:25][c:26]4[c:27]([n:28][c:29]([S:32][CH3:33])[n:30][cH:31]4)[n:34]([CH3:37])[c:35]3=[O:36])[cH:23]2)[c:9]1[C:10]([F:11])([F:12])[F:13].[CH2:41]1[O:42][CH2:43][CH2:44][CH2:45]1.[CH3:39][NH2:40]>>[C:1]([CH3:2])([CH3:3])([CH3:4])[n:5]1[n:6][cH:7][c:8]([NH:14][C:15](=[O:16])[NH:17][c:18]2[c:19]([F:38])[cH:20][cH:21][c:22](-[c:24]3[cH:25][c:26]4[c:27]([n:28][c:29]([NH:40][CH3:39])[n:30][cH:31]4)[n:34]([CH3:37])[c:35]3=[O:36])[cH:23]2)[c:9]1[C:10]([F:11])([F:12])[F:13].